From a dataset of the Open Reaction Database (ORD), a public repository of structured organic reaction records. describe an organic reaction: reactants, conditions, products, and yield Starting materials: C[N+](C)(C)Cc1ccccc1, Fc1ccc2c(c1)Cc1ccccc1-2, O, [OH-], c1ccncc1. Product: O=C1c2ccccc2-c2ccc(F)cc21. RXN SMILES: [CH2:16]([N+:17]([CH3:18])([CH3:19])[CH3:20])[c:21]1[cH:22][cH:23][cH:24][cH:25][cH:26]1.[F:1][c:2]1[cH:3][c:4]2[c:12]([cH:13][cH:14]1)-[c:11]1[c:6]([cH:7][cH:8][cH:9][cH:10]1)[CH2:5]2.[O:27].[OH-:15].[cH:28]1[cH:29][cH:30][n:31][cH:32][cH:33]1>>[F:1][c:2]1[cH:3][c:4]2[c:12]([cH:13][cH:14]1)-[c:11]1[c:6]([cH:7][cH:8][cH:9][cH:10]1)[C:5]2=[O:15]. Reactants: NC1(CCOCC1)CNC(OCC1=CC=CC=C1)=O (benzyl ((4-aminotetrahydro-2H-pyran-4-yl)methyl)carbamate), C(CCC#C)=O (4-pentynal), C(C)(=O)O[BH-](OC(C)=O)OC(C)=O.[Na+] (sodium triacetoxyborohydride), C(O)([O-])=O.[Na+] (sodium hydrogencarbonate). Solvent: C(Cl)Cl (methylene chloride), C(C)(=O)O (acetic acid), C(C)(=O)OCC (ethyl acetate). Reaction conditions: time 2 hour. Yields the product C(CCC#C)NC1(CCOCC1)CNC(OCC1=CC=CC=C1)=O (benzyl ((4-((4-pentyn-1-yl)amino)tetrahydro-2H-pyran-4-yl)methyl)carbamate). Reaction SMILES: [NH2:1][C:2]1([CH2:8][NH:9][C:10](=[O:19])[O:11][CH2:12][C:13]2[CH:18]=[CH:17][CH:16]=[CH:15][CH:14]=2)[CH2:7][CH2:6][O:5][CH2:4][CH2:3]1.[CH:20](=O)[CH2:21][CH2:22][C:23]#[CH:24].C(O[BH-](OC(=O)C)OC(=O)C)(=O)C.[Na+].C(=O)([O-])O.[Na+]>C(Cl)Cl.C(OCC)(=O)C.C(O)(=O)C>[CH2:24]([NH:1][C:2]1([CH2:8][NH:9][C:10](=[O:19])[O:11][CH2:12][C:13]2[CH:18]=[CH:17][CH:16]=[CH:15][CH:14]=2)[CH2:7][CH2:6][O:5][CH2:4][CH2:3]1)[CH2:23][CH2:22][C:21]#[CH:20] |f:2.3,4.5|. Procedure details: To a solution of benzyl ((4-aminotetrahydro-2H-pyran-4-yl)methyl)carbamate (G17, 106 mg) and 4-pentynal (34 mg) in methylene chloride (4 mL), sodium triacetoxyborohydride (205 mg) and acetic acid (22 μL) were added at room temperature, and the mixture was stirred at the same temperature for 2 hours. To the reaction mixture, ethyl acetate and saturated aqueous sodium hydrogencarbonate were added. The organic layer was separated, washed with saturated aqueous sodium chloride, and then dried over a... The reactants are C=1C=CC2=C(C1)N=NN2O (HOBt), NN1CCCC1 (aminopyrrolidine), CCN=C=NCCCN(C)C.Cl (EDC.HCl), CC1=CC(=NC(=C1)C)NC1CNCC1 (3-(4,6-dimethylpyridin-2-ylamino)pyrrolidine), FC(OC1=CC=C(C=C1)CC(=O)O)(F)F (4-trifluoromethoxyphenylacetic acid). Run in C(Cl)(Cl)Cl (chloroform), O (H2O), C(Cl)(Cl)Cl (chloroform). Product: CC1=CC(=NC(=C1)C)NC1CN(CC1)C(CC1=CC=C(C=C1)OC(F)(F)F)=O (1-(3-(4,6-dimethylpyridin-2-ylamino)pyrrolidin-1-yl)-2-(4-trifluoromethoxyphenyl)ethanone). Yield: 65.3%. Reaction SMILES: NN1CCCC1.[CH3:7][C:8]1[CH:13]=[C:12]([CH3:14])[N:11]=[C:10]([NH:15][CH:16]2[CH2:20][CH2:19][NH:18][CH2:17]2)[CH:9]=1.[F:21][C:22]([F:35])([F:34])[O:23][C:24]1[CH:29]=[CH:28][C:27]([CH2:30][C:31](O)=[O:32])=[CH:26][CH:25]=1.CCN=C=NCCCN(C)C.Cl.C1C=CC2N(O)N=NC=2C=1>C(Cl)(Cl)Cl.O>[CH3:7][C:8]1[CH:13]=[C:12]([CH3:14])[N:11]=[C:10]([NH:15][CH:16]2[CH2:20][CH2:19][N:18]([C:31](=[O:32])[CH2:30][C:27]3[CH:28]=[CH:29][C:24]([O:23][C:22]([F:34])([F:21])[F:35])=[CH:25][CH:26]=3)[CH2:17]2)[CH:9]=1 |f:3.4|. Reported procedure: A mixture of 2-amino-4,6-dimethylpyridine (2.0 g), 1-benzylpyrrolidin-3-one (2.9 g), acetic acid (2.9 mL), and chloroform (34 mL) was ice-cooled, followed by addition of sodium triacetoxyborohydride (4.9 g), and the mixture was stirred for 18 h while heating slowly to room temperature. To the reaction mixture was added 1 M aqueous sodium hydroxide to make it basic, and then the mixture was extracted with chloroform. The organic layer was dried with anhydrous magnesium sulfate, then the desiccant... The reactants are CN(C)CC1=CC(=NC=C1)CSCCN (2-[4-(Dimethylaminomethyl)pyrid-2-ylmethylthio]ethylamine), [N+](=O)([O-])NC1=NC=C(C(N1)=O)CC1=CC(N(C=C1)C)=O (2-nitroamino-5-(1-methyl-2-oxopyridin-4-ylmethyl)pyrimidin-4-one), N1=CC=CC=C1 (pyridine). The solvent is C(C)O (ethanol), C(C)O (ethanol). Product: CN(C)CC1=CC(=NC=C1)CSCCNC1=NC=C(C(N1)=O)CC1=CC(N(C=C1)C)=O (2-[2-[4-(dimethylaminomethyl)pyrid-2-ylmethylthio]ethylamino]-5-(1-methyl-2-oxopyridin-4-ylmethyl)pyrimidin-4-one). Yield: 56.5%. RXN SMILES: [CH3:1][N:2]([CH2:4][C:5]1[CH:10]=[CH:9][N:8]=[C:7]([CH2:11][S:12][CH2:13][CH2:14][NH2:15])[CH:6]=1)[CH3:3].[N+](N[C:20]1[NH:25][C:24](=[O:26])[C:23]([CH2:27][C:28]2[CH:33]=[CH:32][N:31]([CH3:34])[C:30](=[O:35])[CH:29]=2)=[CH:22][N:21]=1)([O-])=O.N1C=CC=CC=1>C(O)C>[CH3:3][N:2]([CH2:4][C:5]1[CH:10]=[CH:9][N:8]=[C:7]([CH2:11][S:12][CH2:13][CH2:14][NH:15][C:20]2[NH:25][C:24](=[O:26])[C:23]([CH2:27][C:28]3[CH:33]=[CH:32][N:31]([CH3:34])[C:30](=[O:35])[CH:29]=3)=[CH:22][N:21]=2)[CH:6]=1)[CH3:1]. Procedure: 2-[4-(Dimethylaminomethyl)pyrid-2-ylmethylthio]ethylamine (0.63 g) and 2-nitroamino-5-(1-methyl-2-oxopyridin-4-ylmethyl)pyrimidin-4-one (0.69 g) were refluxed in ethanol (12 ml) for 72 hours. As the reaction was not complete, the ethanol was replaced by pyridine (12 ml) and the solution refluxed for a further 6 hours. The reaction mixture was evaporated under reduced pressure to afford a residue which was washed with diethyl ether and recrystallised from isopropanol/ether to give 2-[2-[4-(dimeth... Reaction conditions: time 24 hour. Procedure: A mixture of 3-(3-cyano-phenyl)-2-methyl-propionic acid methyl ester of Step B (62 mg, 0.30 mmol) and palladium on carbon (10%, 50 mg) in MeOH (10 mL), EtOAc (10 mL), and ammonium hydroxide (5 mL) was hydrogenated at 40 psi for 24 h. The catalyst was removed via filtration through Celite with the aid of MeOH. The solvent was removed in vacuo. Chromatography (1:1 hexanes:EtOAc to CH2Cl2:MeOH:NH4OH, 95:5:0.1) provided the title compound of Step C (45 mg). 1H NMR (400 MHz, CD3OD) δ 7.31-7.14 (m, 4H... The yield is 144.7%. The reagents and catalysts are [Pd] (palladium on carbon). Yields the product [NH4+].[OH-] (NH4OH), COC(C(CC1=CC(=CC=C1)CN)C)=O (3-(3-Aminomethyl-phenyl)-2-methyl-propionic acid methyl ester). Reaction SMILES: [CH3:1][O:2][C:3](=[O:15])[CH:4]([CH3:14])[CH2:5][C:6]1[CH:11]=[CH:10][CH:9]=[C:8]([C:12]#[N:13])[CH:7]=1.[OH-].[NH4+]>[Pd].CO.CCOC(C)=O>[NH4+:13].[OH-:2].[CH3:1][O:2][C:3](=[O:15])[CH:4]([CH3:14])[CH2:5][C:6]1[CH:11]=[CH:10][CH:9]=[C:8]([CH2:12][NH2:13])[CH:7]=1 |f:1.2,6.7|. The reactants are COC(C(CC1=CC(=CC=C1)C#N)C)=O (3-(3-Cyano-phenyl)-2-methyl-propionic acid methyl ester), [OH-].[NH4+] (ammonium hydroxide). The solvent is CO (MeOH), CCOC(=O)C (EtOAc). The reactants are Clc1ccc(Cl)nc1, CN(C(=O)c1ccc(Cl)cc1)C1CCNCC1c1ccc(Cl)c(Cl)c1, Cl. Product: CN(C(=O)c1ccc(Cl)cc1)C1CCN(c2ccc(Cl)cn2)CC1c1ccc(Cl)c(Cl)c1. Reaction SMILES: [Cl:27][c:28]1[n:29][cH:30][c:31]([Cl:34])[cH:32][cH:33]1.[Cl:2][c:3]1[cH:4][cH:5][c:6]([C:7](=[O:8])[N:9]([CH3:10])[CH:11]2[CH:12]([c:17]3[cH:18][c:19]([Cl:24])[c:20]([Cl:23])[cH:21][cH:22]3)[CH2:13][NH:14][CH2:15][CH2:16]2)[cH:25][cH:26]1.[ClH:1]>>[Cl:2][c:3]1[cH:4][cH:5][c:6]([C:7](=[O:8])[N:9]([CH3:10])[CH:11]2[CH:12]([c:17]3[cH:18][c:19]([Cl:24])[c:20]([Cl:23])[cH:21][cH:22]3)[CH2:13][N:14]([c:28]3[n:29][cH:30][c:31]([Cl:34])[cH:32][cH:33]3)[CH2:15][CH2:16]2)[cH:25][cH:26]1.